Task: describe an organic reaction: reactants, conditions, products, and yield. Dataset: the Open Reaction Database (ORD), a public repository of structured organic reaction records The reactants are COc1ccc(S(=O)(=O)N2CC=CCC(C(=O)OCc3ccccc3)C2C(=O)NOC(c2ccccc2)c2ccccc2)cc1, C1CCOC1, [Li+], [OH-], O. Product: COc1ccc(S(=O)(=O)N2CC=CCC3C(=O)N(OC(c4ccccc4)c4ccccc4)C(=O)C32)cc1. RXN SMILES: [CH2:1]([c:3]1[cH:4][cH:5][cH:6][cH:7][cH:10]1)[O:8][C:9](=[O:2])[CH:11]1[CH:12]([C:29]([NH:30][O:31][CH:32]([c:33]2[cH:34][cH:35][cH:36][cH:37][cH:38]2)[c:39]2[cH:40][cH:41][cH:42][cH:43][cH:44]2)=[O:45])[N:13]([S:18](=[O:19])(=[O:20])[c:21]2[cH:22][cH:23][c:24]([O:27][CH3:28])[cH:25][cH:26]2)[CH2:14][CH:15]=[CH:16][CH2:17]1.[CH2:48]1[O:49][CH2:50][CH2:51][CH2:52]1.[Li+:47].[OH-:46].[OH2:53]>>[O:8]=[C:9]1[CH:11]2[CH:12]([N:13]([S:18](=[O:19])(=[O:20])[c:21]3[cH:22][cH:23][c:24]([O:27][CH3:28])[cH:25][cH:26]3)[CH2:14][CH:15]=[CH:16][CH2:17]2)[C:29](=[O:45])[N:30]1[O:31][CH:32]([c:33]1[cH:34][cH:35][cH:36][cH:37][cH:38]1)[c:39]1[cH:40][cH:41][cH:42][cH:43][cH:44]1.